This data is from the Open Reaction Database (ORD), a public repository of structured organic reaction records. The task is: describe an organic reaction: reactants, conditions, products, and yield As a reaction SMILES: [Br:1][c:2]1[cH:3][c:4]([CH:5]=[O:6])[cH:7][cH:8][cH:9]1.[C:10](=[O:11])([O:12][CH2:13][CH3:14])[CH:15]=[P:16]([c:17]1[cH:18][cH:19][cH:20][cH:21][cH:22]1)([c:23]1[cH:24][cH:25][cH:26][cH:27][cH:28]1)[c:29]1[cH:30][cH:31][cH:32][cH:33][cH:34]1.[CH2:35]1[O:36][CH2:37][CH2:38][CH2:39]1>>[Br:1][c:2]1[cH:3][c:4]([CH:5]=[CH:15][C:10](=[O:11])[O:12][CH2:13][CH3:14])[cH:7][cH:8][cH:9]1. Product: CCOC(=O)C=Cc1cccc(Br)c1. Reactants: O=Cc1cccc(Br)c1, CCOC(=O)C=P(c1ccccc1)(c1ccccc1)c1ccccc1, C1CCOC1.